Dataset: the Open Reaction Database (ORD), a public repository of structured organic reaction records. Task: describe an organic reaction: reactants, conditions, products, and yield Reported procedure: Methyl 2-fluoro-5-methanesulfonylaminobenzoate (72 g) and 49 g of potassium hydroxide were dissolved in 400 ml of a 1:1 mixture of water and methanol and the solution was heated to reflux for 2 hours. Methanol was evaporated and the residue was acidified with hydrochloric acid. The crystals separated out therefrom were filtered followed by washing with water and drying to give 63 g of 2-fluoro-5-methanesulfonylaminobenzoic acid, m.p. 203°-205 ° C. Yield: 92.8%. Product: FC1=C(C(=O)O)C=C(C=C1)NS(=O)(=O)C (2-fluoro-5-methanesulfonylaminobenzoic acid). Reactants: FC1=C(C(=O)OC)C=C(C=C1)NS(=O)(=O)C (Methyl 2-fluoro-5-methanesulfonylaminobenzoate), [OH-].[K+] (potassium hydroxide). Reaction SMILES: [F:1][C:2]1[CH:11]=[CH:10][C:9]([NH:12][S:13]([CH3:16])(=[O:15])=[O:14])=[CH:8][C:3]=1[C:4]([O:6]C)=[O:5].[OH-].[K+]>O.CO>[F:1][C:2]1[CH:11]=[CH:10][C:9]([NH:12][S:13]([CH3:16])(=[O:15])=[O:14])=[CH:8][C:3]=1[C:4]([OH:6])=[O:5] |f:1.2|. The solvent is O (water), CO (methanol).